describe an organic reaction: reactants, conditions, products, and yield From a dataset of the Open Reaction Database (ORD), a public repository of structured organic reaction records. Reactants: CCOC(=O)CBr, CC(C)(C)OC(=O)N1CC(=O)Nc2ccccc2C1, CCCCCC, [Cl-], [H-], [NH4+], [Na+], CN(C)C=O. The product is CCOC(=O)CN1C(=O)CN(C(=O)OC(C)(C)C)Cc2ccccc21. RXN SMILES: [Br:22][CH2:23][C:24](=[O:25])[O:26][CH2:27][CH3:28].[C:3]([CH3:4])([CH3:5])([CH3:6])[O:7][C:8](=[O:9])[N:10]1[CH2:11][C:12](=[O:21])[NH:13][c:14]2[c:15]([cH:17][cH:18][cH:19][cH:20]2)[CH2:16]1.[CH3:31][CH2:32][CH2:33][CH2:34][CH2:35][CH3:36].[Cl-:29].[H-:1].[NH4+:30].[Na+:2].[O:37]=[CH:38][N:39]([CH3:40])[CH3:41]>>[C:3]([CH3:4])([CH3:5])([CH3:6])[O:7][C:8](=[O:9])[N:10]1[CH2:11][C:12](=[O:21])[N:13]([CH2:23][C:24](=[O:25])[O:26][CH2:27][CH3:28])[c:14]2[c:15]([cH:17][cH:18][cH:19][cH:20]2)[CH2:16]1.